Dataset: the Open Reaction Database (ORD), a public repository of structured organic reaction records. Task: describe an organic reaction: reactants, conditions, products, and yield Starting materials: CC(C)([O-])C.[K+] (potassium tert-butoxide), O (water), ice water, N(=O)OCCCC (n-butyl nitrite), [N+](=O)([O-])C1=C(C(=CC=C1)C)C (3-nitro-o-xylene). Run in CN(C=O)C (dimethylformamide), C(C)(=O)O (acetic acid), CN(C=O)C (dimethylformamide). Product: CC1=C(C=NO)C(=CC=C1)[N+](=O)[O-] (2-methyl-6-nitrobenzaldoxime). Reaction SMILES: [N:1](OCCCC)=[O:2].[N+:8]([C:11]1[CH:16]=[CH:15][CH:14]=[C:13]([CH3:17])[C:12]=1[CH3:18])([O-:10])=[O:9].CC(C)([O-])C.[K+].O>CN(C)C=O.C(O)(=O)C>[CH3:17][C:13]1[CH:14]=[CH:15][CH:16]=[C:11]([N+:8]([O-:10])=[O:9])[C:12]=1[CH:18]=[N:1][OH:2] |f:2.3|. Procedure details: A solution of 274 g (2.6 mol) of n-butyl nitrite (97% pure) and 300 g (2.0 mol) of 3-nitro-o-xylene (97% pure) in 750 ml of dimethylformamide is cooled to from −55 to −60° C., and a solution of 522 g (4.56 mol) of potassium tert-butoxide in 750 ml of dimethylformamide is added dropwise at this temperature, over a period of 2.5 hours. The color of the solution changes from yellow to deep red, and the consistency becomes viscous. The reaction is monitored by HPLC. For work-up, initially 300 ml of ... The reactants are C(CCC)[SnH](CCCC)CCCC (tri-n-butyltin hydride), C(C)C1C(C=CC(C(OC(C2CCCCN2C(C(C2(C(CC(C(C(CC(CC(=C1)C)C)OC)O2)OC)C)O)=O)=O)=O)C(=CC2CC(C(CC2)O[Si](C(C)C)(C(C)C)C(C)C)OC)C)C)=O (17-ethyl-1-hydroxy-12-[2'-(4"-triisopropylsilyloxy-3"-methoxycyclohexyl)-1'-methylvinyl]-23,25-dimethoxy-13,19,21,27-tetramethyl-11,28-dioxa-4-azatricyclo[22.3.1.04,9 ]octacos-14,18-diene-2,3,10,16-tetraone), C(C)(=O)O (acetic acid). The reagents and catalysts are C=1C=CC(=CC1)[P](C=2C=CC=CC2)(C=3C=CC=CC3)[Pd]([P](C=4C=CC=CC4)(C=5C=CC=CC5)C=6C=CC=CC6)([P](C=7C=CC=CC7)(C=8C=CC=CC8)C=9C=CC=CC9)[P](C=1C=CC=CC1)(C=1C=CC=CC1)C=1C=CC=CC1 (tetrakis(triphenylphosphine)palladium(0)). The solvent is C1(=CC=CC=C1)C (toluene). Run at time 5 minute. Product: C(C)C1C(CCC(C(OC(C2CCCCN2C(C(C2(C(CC(C(C(CC(CC(=C1)C)C)OC)O2)OC)C)O)=O)=O)=O)C(=CC2CC(C(CC2)O[Si](C(C)C)(C(C)C)C(C)C)OC)C)C)=O (17-ethyl-1-hydroxy-12-[2'-(4"-triisopropylsilyloxy-3"-methoxycyclohexyl)-1'-methylvinyl]-23,25-dimethoxy-13,19,21,27-tetramethyl-11,28-dioxa-4-azatricyclo[22.3.1.04,9 ]octacos-18-ene-2,3,10,16-tetraone). Reaction SMILES: [CH2:1]([CH:3]1[CH:29]=[C:28]([CH3:30])[CH2:27][CH:26]([CH3:31])[CH2:25][CH:24]([O:32][CH3:33])[CH:23]2[O:34][C:19]([OH:38])([CH:20]([CH3:37])[CH2:21][CH:22]2[O:35][CH3:36])[C:18](=[O:39])[C:17](=[O:40])[N:16]2[CH:11]([CH2:12][CH2:13][CH2:14][CH2:15]2)[C:10](=[O:41])[O:9][CH:8]([C:42]([CH3:63])=[CH:43][CH:44]2[CH2:49][CH2:48][CH:47]([O:50][Si:51]([CH:58]([CH3:60])[CH3:59])([CH:55]([CH3:57])[CH3:56])[CH:52]([CH3:54])[CH3:53])[CH:46]([O:61][CH3:62])[CH2:45]2)[CH:7]([CH3:64])[CH:6]=[CH:5][C:4]1=[O:65])[CH3:2].C(O)(=O)C.C([SnH](CCCC)CCCC)CCC>C1(C)C=CC=CC=1.C1C=CC([P]([Pd]([P](C2C=CC=CC=2)(C2C=CC=CC=2)C2C=CC=CC=2)([P](C2C=CC=CC=2)(C2C=CC=CC=2)C2C=CC=CC=2)[P](C2C=CC=CC=2)(C2C=CC=CC=2)C2C=CC=CC=2)(C2C=CC=CC=2)C2C=CC=CC=2)=CC=1>[CH2:1]([CH:3]1[CH:29]=[C:28]([CH3:30])[CH2:27][CH:26]([CH3:31])[CH2:25][CH:24]([O:32][CH3:33])[CH:23]2[O:34][C:19]([OH:38])([CH:20]([CH3:37])[CH2:21][CH:22]2[O:35][CH3:36])[C:18](=[O:39])[C:17](=[O:40])[N:16]2[CH:11]([CH2:12][CH2:13][CH2:14][CH2:15]2)[C:10](=[O:41])[O:9][CH:8]([C:42]([CH3:63])=[CH:43][CH:44]2[CH2:49][CH2:48][CH:47]([O:50][Si:51]([CH:52]([CH3:54])[CH3:53])([CH:58]([CH3:60])[CH3:59])[CH:55]([CH3:57])[CH3:56])[CH:46]([O:61][CH3:62])[CH2:45]2)[CH:7]([CH3:64])[CH2:6][CH2:5][C:4]1=[O:65])[CH3:2] |^1:93,95,114,133|. Procedure details: A solution of 17-ethyl-1-hydroxy-12-[2'-(4"-triisopropylsilyloxy-3"-methoxycyclohexyl)-1'-methylvinyl]-23,25-dimethoxy-13,19,21,27-tetramethyl-11,28-dioxa-4-azatricyclo[22.3.1.04,9 ]octacos-14,18-diene-2,3,10,16-tetraone in toluene containing a catalytic amount of acetic acid is treated with a catalytic amount of tetrakis(triphenylphosphine)palladium(0). After 5 minutes, 1.1 equivalents of tri-n-butyltin hydride is added and the reaction is stirred at RT until the proton NMR of an aliquot indica... The reactants are OC=1C(=C(C=CC1)I)OS(=O)(=O)C1=CC=C(C)C=C1 (hydroxy-tosyloxyiodobenzene), C1(=CC=CC=C1)OCCCCCCCC (n-octyl phenyl ether), C(C)#N (acetonitrile), C(C)(=O)O (acetic acid), C(C)(=O)O (acetic acid). The solvent is O (water). Run at temperature 40 celsius. Yields the product S(=O)(=O)([O-])C1=CC=C(C)C=C1.C(CCCCCCC)OC1=CC=C(C=C1)[I+]C1=CC=CC=C1 ((4-octyloxyphenyl)phenyliodonium tosylate). RXN SMILES: O[C:2]1[C:3]([O:9][S:10]([C:13]2[CH:19]=[CH:18][C:16]([CH3:17])=[CH:15][CH:14]=2)(=[O:12])=[O:11])=[C:4]([I:8])[CH:5]=[CH:6][CH:7]=1.[C:20]1([O:26][CH2:27][CH2:28][CH2:29][CH2:30][CH2:31][CH2:32][CH2:33][CH3:34])[CH:25]=[CH:24][CH:23]=[CH:22][CH:21]=1.C(#N)C.C(O)(=O)C>O>[S:10]([C:13]1[CH:19]=[CH:18][C:16]([CH3:17])=[CH:15][CH:14]=1)([O-:12])(=[O:11])=[O:9].[CH2:27]([O:26][C:20]1[CH:21]=[CH:22][C:23]([I+:8][C:4]2[CH:3]=[CH:2][CH:7]=[CH:6][CH:5]=2)=[CH:24][CH:25]=1)[CH2:28][CH2:29][CH2:30][CH2:31][CH2:32][CH2:33][CH3:34] |f:5.6|. Procedure: 22.2 g (or 0.057 mol) of hydroxy-tosyloxyiodobenzene, 9 g (or 0.04 mol) of n-octyl phenyl ether, 5 ml of acetonitrile and 1.5 ml of acetic acid were charged into a 250 ml Erlenmeyer flask equipped with a magnetic stirrer bar. This mixture was stirred and was heated to a temperature of 40° C. for 2 hours, 30 minutes. 1.5 ml of glacial acetic acid was then added and the mixture was then maintained for 5 hours at 40° C. The reaction mixture was permitted to cool and 150 ml of water were added while... Starting materials: CC(=O)O[BH-](OC(C)=O)OC(C)=O, C=O, CO, O=C(O)C(F)(F)F, N#Cc1nc(-c2cccc(C(F)(F)F)c2)cc(N2CCCNCC2)n1, [Na+]. Product: CN1CCCN(c2cc(-c3cccc(C(F)(F)F)c3)nc(C#N)n2)CC1. Reaction SMILES: [C:35]([O:36][BH-:37]([O:38][C:39](=[O:40])[CH3:41])[O:42][C:43](=[O:44])[CH3:45])(=[O:46])[CH3:47].[CH2:33]=[O:34].[CH3:49][OH:50].[F:1][C:2]([F:3])([F:4])[C:5]([OH:6])=[O:7].[N:8]1([c:15]2[n:16][c:17]([C:31]#[N:32])[n:18][c:19](-[c:21]3[cH:22][c:23]([C:27]([F:28])([F:29])[F:30])[cH:24][cH:25][cH:26]3)[cH:20]2)[CH2:9][CH2:10][NH:11][CH2:12][CH2:13][CH2:14]1.[Na+:48]>>[CH3:2][N:11]1[CH2:10][CH2:9][N:8]([c:15]2[n:16][c:17]([C:31]#[N:32])[n:18][c:19](-[c:21]3[cH:22][c:23]([C:27]([F:28])([F:29])[F:30])[cH:24][cH:25][cH:26]3)[cH:20]2)[CH2:14][CH2:13][CH2:12]1. The reactants are Cc1ccc(C)c2c1OCc1ccccc1C2C(=O)O, CC(C)c1cccc(C(C)C)c1N. Yields the product Cc1ccc(C)c2c1OCc1ccccc1C2C(=O)Nc1c(C(C)C)cccc1C(C)C. As a reaction SMILES: [CH3:1][c:2]1[cH:3][cH:4][c:5]([CH3:20])[c:6]2[c:12]1[CH:11]([C:13](=[O:14])[OH:15])[c:10]1[c:9]([cH:19][cH:18][cH:17][cH:16]1)[CH2:8][O:7]2.[CH:21]([CH3:22])([CH3:23])[c:24]1[c:25]([NH2:26])[c:27]([CH:31]([CH3:32])[CH3:33])[cH:28][cH:29][cH:30]1>>[CH3:1][c:2]1[cH:3][cH:4][c:5]([CH3:20])[c:6]2[c:12]1[CH:11]([C:13](=[O:15])[NH:26][c:25]1[c:24]([CH:21]([CH3:22])[CH3:23])[cH:30][cH:29][cH:28][c:27]1[CH:31]([CH3:32])[CH3:33])[c:10]1[c:9]([cH:19][cH:18][cH:17][cH:16]1)[CH2:8][O:7]2. The reactants are C(C)O\C=C\C ((E)-1-ethoxyprop-1-ene), N1=CC=CC=C1 (pyridine), ClC(C(=O)Cl)(Cl)Cl (2,2,2-trichloroacetyl chloride). Run in ClCCl (dichloromethane). Reaction conditions: time 16 hour. The product is ClC(C(\C(=C\OCC)\C)=O)(Cl)Cl ((E)-1,1,1-Trichloro-4-ethoxy-3-methylbut-3-en-2-one). Isolated yield 119.7%. RXN SMILES: [Cl:1][C:2]([Cl:7])([Cl:6])[C:3](Cl)=[O:4].[CH2:8]([O:10]/[CH:11]=[CH:12]/[CH3:13])[CH3:9].N1C=CC=CC=1>ClCCl>[Cl:1][C:2]([Cl:7])([Cl:6])[C:3](=[O:4])/[C:12](/[CH3:13])=[CH:11]/[O:10][CH2:8][CH3:9]. Procedure: To a solution of 2,2,2-trichloroacetyl chloride (10.6 g, 6.52 mL, 58.1 mmol) in dichloromethane (15 mL) cooled to −10° C. was added a mixture of (E)-1-ethoxyprop-1-ene (5 g, 6.43 mL, 58.1 mmol) and pyridine (4.59 g, 4.7 mL, 58.1 mmol) over a period of 15 min. After the addition was complete, the mixture was stirred at RT for 16 h. The resulting precipitate was filtered and washed with dichloromethane. The filtrate was concentrated in vacuo and dried at 40° C. in high vacuum to give the product a... Reactants: Compound B3, C(#N)C1=CC=C2C=3C(C4=C(C(C3NC2=C1)(C)C)C=C(C=C4)C(=O)O)=O (3-cyano-6,6-dimethyl-11-oxo-6,11-dihydro-5H-benzo[b]carbazol-8-carboxylic acid), N1(CCNCC1)CCO (2-piperazin-1-yl ethanol). Product: OCCN1CCN(CC1)C(=O)C=1C=CC2=C(C(C=3NC4=CC(=CC=C4C3C2=O)C#N)(C)C)C1 (8-[4-(2-Hydroxy-ethyl)-piperazin-1-carbonyl]-6,6-dimethyl-11-oxo-6,11-dihydro-5H-benzo[b]carbazole-3-carbonitrile). Reaction SMILES: [C:1]([C:3]1[CH:15]=[C:14]2[C:6]([C:7]3[C:8](=[O:25])[C:9]4[CH:21]=[CH:20][C:19]([C:22]([OH:24])=O)=[CH:18][C:10]=4[C:11]([CH3:17])([CH3:16])[C:12]=3[NH:13]2)=[CH:5][CH:4]=1)#[N:2].[N:26]1([CH2:32][CH2:33][OH:34])[CH2:31][CH2:30][NH:29][CH2:28][CH2:27]1>>[OH:34][CH2:33][CH2:32][N:26]1[CH2:31][CH2:30][N:29]([C:22]([C:19]2[CH:20]=[CH:21][C:9]3[C:8](=[O:25])[C:7]4[C:6]5[C:14](=[CH:15][C:3]([C:1]#[N:2])=[CH:4][CH:5]=5)[NH:13][C:12]=4[C:11]([CH3:17])([CH3:16])[C:10]=3[CH:18]=2)=[O:24])[CH2:28][CH2:27]1. Reported procedure: Under the same conditions as the method for synthesizing Compound B3-15, the title compound was prepared from Compound B2-28 and 2-piperazin-1-yl ethanol. Reactants: N#Cc1c(N)cccc1F, CC(C)NC(=O)C1CCC(O)CC1. Product: CC(C)NC(=O)C1CCC(Oc2cccc(N)c2C#N)CC1. As a reaction SMILES: [NH2:14][c:15]1[c:16]([C:17]#[N:18])[c:19]([F:23])[cH:20][cH:21][cH:22]1.[OH:1][CH:2]1[CH2:3][CH2:4][CH:5]([C:8](=[O:9])[NH:10][CH:11]([CH3:12])[CH3:13])[CH2:6][CH2:7]1>>[O:1]([CH:2]1[CH2:3][CH2:4][CH:5]([C:8](=[O:9])[NH:10][CH:11]([CH3:12])[CH3:13])[CH2:6][CH2:7]1)[c:19]1[c:16]([C:17]#[N:18])[c:15]([NH2:14])[cH:22][cH:21][cH:20]1.